This data is from the Open Reaction Database (ORD), a public repository of structured organic reaction records. The task is: describe an organic reaction: reactants, conditions, products, and yield Starting materials: C(C)(C)(C)OC(=O)N1CC2=CC(=C(C=C2C1)C)N1CCOCC1 (5-methyl-6-morpholin-4-yl-1,3-dihydro-isoindole-2-carboxylic acid tert-butyl ester), Cl (hydrochloric acid). Yields the product Cl.CC=1C=C2CNCC2=CC1N1CCOCC1 (5-Methyl-6-morpholin-4-yl-2,3-dihydro-1H-isoindole hydrochloride). RXN SMILES: C(OC([N:8]1[CH2:16][C:15]2[C:10](=[CH:11][C:12]([N:18]3[CH2:23][CH2:22][O:21][CH2:20][CH2:19]3)=[C:13]([CH3:17])[CH:14]=2)[CH2:9]1)=O)(C)(C)C.[ClH:24]>>[ClH:24].[CH3:17][C:13]1[CH:14]=[C:15]2[C:10](=[CH:11][C:12]=1[N:18]1[CH2:23][CH2:22][O:21][CH2:20][CH2:19]1)[CH2:9][NH:8][CH2:16]2 |f:2.3|. Procedure: Prepared in analogy to Example A3(e) from 5-methyl-6-morpholin-4-yl-1,3-dihydro-isoindole-2-carboxylic acid tert-butyl ester and hydrochloric acid. Brown solid. MS (m/e): 219.3 ([M+H]+, 100%). The reactants are C(C)(C)(C)OC(=O)N1CCC(CC1)CNC(CNC(C1=CC(=CC=C1)C(F)(F)F)=O)=O (1-(tert-butoxycarbonyl)-4-[{N-(3-(trifluoromethyl)benzoyl)glycyl}aminomethyl]piperidine), Cl.CCOCC (HCl Et2O). Run in CO (CH3OH). Run at temperature 25 celsius, time 15 hour. The product is FC(C=1C=C(C(=O)NCC(=O)NCC2CCNCC2)C=CC1)(F)F (4-[{N-(3-(trifluoromethyl)benzoyl)glycyl}aminomethyl]piperidine). Isolated yield 71.7%. Reaction SMILES: C(OC([N:8]1[CH2:13][CH2:12][CH:11]([CH2:14][NH:15][C:16](=[O:31])[CH2:17][NH:18][C:19](=[O:30])[C:20]2[CH:25]=[CH:24][CH:23]=[C:22]([C:26]([F:29])([F:28])[F:27])[CH:21]=2)[CH2:10][CH2:9]1)=O)(C)(C)C.Cl.CCOCC>CO>[F:29][C:26]([F:27])([F:28])[C:22]1[CH:21]=[C:20]([CH:25]=[CH:24][CH:23]=1)[C:19]([NH:18][CH2:17][C:16]([NH:15][CH2:14][CH:11]1[CH2:12][CH2:13][NH:8][CH2:9][CH2:10]1)=[O:31])=[O:30] |f:1.2|. Procedure details: A solution of 1-(tert-butoxycarbonyl)-4-[{N-(3-(trifluoromethyl)benzoyl)glycyl}aminomethyl]piperidine (2.29 g, 5.16 mmol) in CH3OH (40 mL) was treated with 1 N HCl-Et2O (55 mL). The reaction mixture was stirred at 25° C. for 15 h and the solvent was removed under reduced pressure. 2 N aqueous NaOH solution (100 mL) was added to the reaction mixture and the mixture was extracted with EtOAc (3×100 mL). The combined extracts were washed with brine and dried (K2CO3). The solvent was removed under re...